From a dataset of the Open Reaction Database (ORD), a public repository of structured organic reaction records. describe an organic reaction: reactants, conditions, products, and yield The reactants are Cl.Cl.N[C@H]([C@@H](CN[C@H]1CC(NC2=CC=C(C=C12)CC(C)(C)C)(C)C)O)CC1=CC(=CC=C1)F ((2R,3S)-3-amino-1-((S)-2,2-dimethyl-6-neopentyl-1,2,3,4-tetrahydroquinolin-4-ylamino)-4-(3-fluorophenyl)butan-2-ol dihydrochloride), C(C)N(C(C)C)C(C)C (N-ethyl-N-isopropylpropan-2-amine), C(Cl)Cl (DCM), N1(C=NC=C1)C(C)=O (1-(1H-imidazol-1-yl)ethanone). Yields the product CC1(NC2=CC=C(C=C2[C@H](C1)NC[C@H]([C@H](CC1=CC(=CC=C1)F)NC(C)=O)O)CC(C)(C)C)C (N-((2S,3R)-4-((S)-2,2-dimethyl-6-neopentyl-1,2,3,4-tetrahydroquinolin-4-ylamino)-1-(3-fluorophenyl)-3-hydroxybutan-2-yl)acetamide). As a reaction SMILES: Cl.Cl.[NH2:3][C@@H:4]([CH2:26][C:27]1[CH:32]=[CH:31][CH:30]=[C:29]([F:33])[CH:28]=1)[C@H:5]([OH:25])[CH2:6][NH:7][C@@H:8]1[C:17]2[C:12](=[CH:13][CH:14]=[C:15]([CH2:18][C:19]([CH3:22])([CH3:21])[CH3:20])[CH:16]=2)[NH:11][C:10]([CH3:24])([CH3:23])[CH2:9]1.C(N(C(C)C)C(C)C)C.C(Cl)Cl.N1([C:51](=[O:53])[CH3:52])C=CN=C1>>[CH3:23][C:10]1([CH3:24])[CH2:9][C@H:8]([NH:7][CH2:6][C@@H:5]([OH:25])[C@@H:4]([NH:3][C:51](=[O:53])[CH3:52])[CH2:26][C:27]2[CH:32]=[CH:31][CH:30]=[C:29]([F:33])[CH:28]=2)[C:17]2[C:12](=[CH:13][CH:14]=[C:15]([CH2:18][C:19]([CH3:22])([CH3:20])[CH3:21])[CH:16]=2)[NH:11]1 |f:0.1.2|. Procedure details: To a solution of (2R,3S)-3-amino-1-((S)-2,2-dimethyl-6-neopentyl-1,2,3,4-tetrahydroquinolin-4-ylamino)-4-(3-fluorophenyl)butan-2-ol dihydrochloride (0.104 g, 0.379 mmol) and N-ethyl-N-isopropylpropan-2-amine (0.396 ml, 2.27 mmol) in DCM (1.52 ml, 0.379 mmol) was added 1-(1H-imidazol-1-yl)ethanone (0.0396 g, 0.360 mmol) in one portion. The resulting solution was stirred over the weekend. The crude mixture was concentrated and purified with the HPLC. Due to insufficient purity, the title compound ... The reactants are BrC=1N=CC(=NC1)C(=O)OC (methyl 5-bromopyrazine-2-carboxylate), C[Mg]Br (methylmagnesium bromide), C(C)OCC (diethyl ether), Cl (HCl). Solvent: O1CCCC1 (Tetrahydrofuran). Conditions: time 1 hour. Yields the product BrC=1N=CC(=NC1)C(C)(C)O (2-(5-bromopyrazin-2-yl)propan-2-ol). As a reaction SMILES: [Br:1][C:2]1[N:3]=[CH:4][C:5](C(OC)=O)=[N:6][CH:7]=1.[CH3:12][Mg]Br.C([O:17][CH2:18][CH3:19])C.Cl>O1CCCC1>[Br:1][C:2]1[N:3]=[CH:4][C:5]([C:18]([OH:17])([CH3:19])[CH3:12])=[N:6][CH:7]=1. Reported procedure: To a solution of methyl 5-bromopyrazine-2-carboxylate (0.250 g, 1.152 mmol) in Tetrahydrofuran (THF) (6.53 ml) at 0° C. under nitrogen was added methylmagnesium bromide, 3 M in diethyl ether (1.152 ml, 3.46 mmol) slowly. After 1 hour at 0° C., 2N HCl (15 mL) was added slowly. The mixture was extracted with ethyl acetate (2×15 mL). The combined organic extracts were dried (Na2SO4), filtered, and concentrated. The residue was purified using silica gel chromatography CISCO): 10-30% ethyl acetate/he... The reactants are COC(=O)c1ccc2c(c1)CC(C)(C)C(c1cccc(C(=O)NC3CN(C(=O)OC(C)(C)C)C3)c1)N2, CO, [Na+], [OH-]. Yields the product CC(C)(C)OC(=O)N1CC(NC(=O)c2cccc(C3Nc4ccc(C(=O)O)cc4CC3(C)C)c2)C1. RXN SMILES: [C:1]([CH3:2])([CH3:3])([CH3:4])[O:5][C:6](=[O:7])[N:8]1[CH2:9][CH:10]([NH:12][C:13](=[O:14])[c:15]2[cH:16][c:17]([CH:21]3[NH:22][c:23]4[cH:24][cH:25][c:26]([C:33](=[O:34])[O:35][CH3:36])[cH:27][c:28]4[CH2:29][C:30]3([CH3:31])[CH3:32])[cH:18][cH:19][cH:20]2)[CH2:11]1.[CH3:39][OH:40].[Na+:38].[OH-:37]>>[C:1]([CH3:2])([CH3:3])([CH3:4])[O:5][C:6](=[O:7])[N:8]1[CH2:9][CH:10]([NH:12][C:13](=[O:14])[c:15]2[cH:16][c:17]([CH:21]3[NH:22][c:23]4[cH:24][cH:25][c:26]([C:33](=[O:34])[OH:35])[cH:27][c:28]4[CH2:29][C:30]3([CH3:31])[CH3:32])[cH:18][cH:19][cH:20]2)[CH2:11]1.